From a dataset of the Open Reaction Database (ORD), a public repository of structured organic reaction records. describe an organic reaction: reactants, conditions, products, and yield Starting materials: COC(=O)C(=Cc1ccc2c(c1)OCC(c1ccc(OCc3ccc(Cl)c(Cl)c3)cc1)O2)NC(=O)OC(C)(C)C, CCOC(C)=O, ClCCl. The product is COC(=O)C(Cc1ccc2c(c1)OCC(c1ccc(OCc3ccc(Cl)c(Cl)c3)cc1)O2)NC(=O)OC(C)(C)C. As a reaction SMILES: [CH3:1][O:2][C:3]([C:4](=[CH:5][c:6]1[cH:7][c:8]2[c:9]([cH:30][cH:31]1)[O:10][CH:11]([c:14]1[cH:15][cH:16][c:17]([O:20][CH2:21][c:22]3[cH:23][c:24]([Cl:29])[c:25]([Cl:28])[cH:26][cH:27]3)[cH:18][cH:19]1)[CH2:12][O:13]2)[NH:32][C:33](=[O:34])[O:35][C:36]([CH3:37])([CH3:38])[CH3:39])=[O:40].[CH3:41][CH2:42][O:43][C:44]([CH3:45])=[O:46].[Cl:47][CH2:48][Cl:49]>>[CH3:1][O:2][C:3]([CH:4]([CH2:5][c:6]1[cH:7][c:8]2[c:9]([cH:30][cH:31]1)[O:10][CH:11]([c:14]1[cH:15][cH:16][c:17]([O:20][CH2:21][c:22]3[cH:23][c:24]([Cl:29])[c:25]([Cl:28])[cH:26][cH:27]3)[cH:18][cH:19]1)[CH2:12][O:13]2)[NH:32][C:33](=[O:34])[O:35][C:36]([CH3:37])([CH3:38])[CH3:39])=[O:40].